Dataset: the Open Reaction Database (ORD), a public repository of structured organic reaction records. Task: describe an organic reaction: reactants, conditions, products, and yield Starting materials: C1(=CC=C(C=C1)S(=O)(=O)OC(C)=O)C (acetic p-toluenesulfonic anhydride), COCOC (dimethoxymethane). Conditions: time 5 minute. Product: C1(=CC=C(C=C1)S(=O)(=O)OCOC)C (Methoxymethyl p-Toluenesulfonate). RXN SMILES: [C:1]1([CH3:14])[CH:6]=[CH:5][C:4]([S:7]([O:10][C:11](=[O:13])C)(=[O:9])=[O:8])=[CH:3][CH:2]=1.[CH3:15]OCOC>>[C:1]1([CH3:14])[CH:6]=[CH:5][C:4]([S:7]([O:10][CH2:11][O:13][CH3:15])(=[O:9])=[O:8])=[CH:3][CH:2]=1. Reported procedure: To the acetic p-toluenesulfonic anhydride obtained above was then added at room temperature 100 ml. (1.13 mole) of dimethoxymethane. The temperature of the reaction rose to 38° C. within about 5 minutes. The reaction mixture was stirred for one hour. NMR analysis indicated the title product was obtained in 90% purity after removal of excess dimethoxymethane by stripping at room temperature. Starting materials: ClC1=CC=C(C=C1)C(C=CC1=CC=CC=C1)=O (1-(4-chlorophenyl)-3-phenylprop-2-en-1-one), C(CC(=O)OCC)(=O)OCC (diethyl malonate). The solvent is C1(=CC=CC=C1)C (toluene). Conditions: time 2 hour. The product is ClC1=CC=C(C=C1)C(CC(C1=CC=CC=C1)C(C(=O)OCC)C(=O)OCC)=O (diethyl 2-[3-(4-chlorophenyl)-3-oxo-1-phenylpropyl]malonate). As a reaction SMILES: [Cl:1][C:2]1[CH:7]=[CH:6][C:5]([C:8](=[O:17])[CH:9]=[CH:10][C:11]2[CH:16]=[CH:15][CH:14]=[CH:13][CH:12]=2)=[CH:4][CH:3]=1.[C:18]([O:26][CH2:27][CH3:28])(=[O:25])[CH2:19][C:20]([O:22][CH2:23][CH3:24])=[O:21]>C1(C)C=CC=CC=1>[Cl:1][C:2]1[CH:3]=[CH:4][C:5]([C:8](=[O:17])[CH2:9][CH:10]([CH:19]([C:20]([O:22][CH2:23][CH3:24])=[O:21])[C:18]([O:26][CH2:27][CH3:28])=[O:25])[C:11]2[CH:12]=[CH:13][CH:14]=[CH:15][CH:16]=2)=[CH:6][CH:7]=1. Reported procedure: To a solution of 1-(4-chlorophenyl)-3-phenylprop-2-en-1-one (1 g) in toluene (10 ml) magnesium oxide (0.41 g) and diethyl malonate (0.62 ml) were added. The slurry was stirred at rt for 2 h. The inorganics were removed by suction filtration and washed with dichloromethane. The filtrate was concentrated in vacuo and the residue was recrystallised from diethyl ether/hexanes to provide diethyl 2-[3-(4-chlorophenyl)-3-oxo-1-phenylpropyl]malonate (1.5 g) as colourless solid. Reactants: C(C)(C)(C)OC(=O)N1CCCC2=CC(=CN=C12)C=1C=NC=C(C1)OCCN1C(OCC1)=O (6-{5-[2-(2-Oxo-oxazolidin-3-yl)-ethoxy]-pyridin-3-yl}-3,4-dihydro-2H-[1,8]naphthyridine-1-carboxylic acid tert-butyl ester). Solvent: C(=O)(C(F)(F)F)O (TFA), C(Cl)Cl (CH2Cl2). Conditions: time 8 hour. The product is N1=CC(=CC=2CCCNC12)C=1C=C(C=NC1)OCCN1C(OCC1)=O (3-{2-[5-(5,6,7,8-tetrahydro-[1,8]naphthyridin-3-yl)-pyridin-3-yloxy]-ethyl}-oxazolidin-2-one). As a reaction SMILES: C(OC([N:8]1[C:17]2[C:12](=[CH:13][C:14]([C:18]3[CH:19]=[N:20][CH:21]=[C:22]([O:24][CH2:25][CH2:26][N:27]4[CH2:31][CH2:30][O:29][C:28]4=[O:32])[CH:23]=3)=[CH:15][N:16]=2)[CH2:11][CH2:10][CH2:9]1)=O)(C)(C)C>C(O)(C(F)(F)F)=O.C(Cl)Cl>[N:16]1[C:17]2[NH:8][CH2:9][CH2:10][CH2:11][C:12]=2[CH:13]=[C:14]([C:18]2[CH:23]=[C:22]([O:24][CH2:25][CH2:26][N:27]3[CH2:31][CH2:30][O:29][C:28]3=[O:32])[CH:21]=[N:20][CH:19]=2)[CH:15]=1. Reported procedure: 6-{5-[2-(2-Oxo-oxazolidin-3-yl)-ethoxy]-pyridin-3-yl}-3,4-dihydro-2H-[1,8]naphthyridine-1-carboxylic acid tert-butyl ester (0.305 mmol) is dissolved in 2 mL of a 20% TFA solution in CH2Cl2 and the solution is shaken overnight at room temperature. The reaction is evaporated to dryness to give crude 3-{2-[5-(5,6,7,8-tetrahydro-[1,8]naphthyridin-3-yl)-pyridin-3-yloxy]-ethyl}-oxazolidin-2-one and used as is in the next step. Reactants: COCCBr, CO, Nc1cnc2c(Cl)ccnc2c1, ClCCl, [H-], [Na+], CN(C)C=O. The product is COCCNc1cnc2c(Cl)ccnc2c1. RXN SMILES: [Br:20][CH2:21][CH2:22][O:23][CH3:24].[CH3:25][OH:26].[Cl:1][c:2]1[cH:3][cH:4][n:5][c:6]2[cH:7][c:8]([NH2:12])[cH:9][n:10][c:11]12.[Cl:27][CH2:28][Cl:29].[H-:18].[Na+:19].[O:13]=[CH:14][N:15]([CH3:16])[CH3:17]>>[Cl:1][c:2]1[cH:3][cH:4][n:5][c:6]2[cH:7][c:8]([NH:12][CH2:21][CH2:22][O:23][CH3:24])[cH:9][n:10][c:11]12. Reactants: ClC=1C=CC2=C(C(=NCC(=N2)NN)C2=CC=CC=C2)C1 (7-chloro-2-hydrazino-5-phenyl-3H-1,4-benzodiazepine), C(C(=O)C)(=O)OCC (ethyl pyruvate). The product is ClC=1C=CC2=C(C(=NCC(=N2)NN=C(C)C(=O)OCC)C2=CC=CC=C2)C1 (7-chloro-2-[[1-(ethoxycarbonyl)ethylidene]hydrazino]-5-phenyl-3H-1,4-benzodiazepine). RXN SMILES: [Cl:1][C:2]1[CH:3]=[CH:4][C:5]2[N:11]=[C:10]([NH:12][NH2:13])[CH2:9][N:8]=[C:7]([C:14]3[CH:19]=[CH:18][CH:17]=[CH:16][CH:15]=3)[C:6]=2[CH:20]=1.[C:21]([O:26][CH2:27][CH3:28])(=[O:25])[C:22]([CH3:24])=O>>[Cl:1][C:2]1[CH:3]=[CH:4][C:5]2[N:11]=[C:10]([NH:12][N:13]=[C:22]([C:21]([O:26][CH2:27][CH3:28])=[O:25])[CH3:24])[CH2:9][N:8]=[C:7]([C:14]3[CH:19]=[CH:18][CH:17]=[CH:16][CH:15]=3)[C:6]=2[CH:20]=1. Procedure: In the same manner given in Example 1, 7-chloro-2-hydrazino-5-phenyl-3H-1,4-benzodiazepine and ethyl pyruvate gives 7-chloro-2-[[1-(ethoxycarbonyl)ethylidene]hydrazino]-5-phenyl-3H-1,4-benzodiazepine as an oily product. NMR (CDCl3) δ1.20 (t, 3, CH2CH3), 2.25 (2, 3, CH3), 4.23 (q. 2, CH2CH3), 4.50 (broad s, 2, 3-CH2), between 6.95 and 7.6 (m, 9, NH and arom H's). Reactants: CC([C@H](C)N)C ((S)-3-methylbutan-2-amine), C(C)(=O)O (acetic acid), C1(CC1)C=1N=CN(C1)C1=CC(=NC=C1)C(=O)NC1=CSC(=C1)C(=O)NN (4-(4-cyclopropyl-1H-imidazol-1-yl)-N-(5-(hydrazinecarbonyl)thiophen-3-yl)picolinamide). The solvent is C1(=CC=CC=C1)C (toluene). Reaction conditions: temperature 150 celsius, time 5 minute. Yields the product C1(CC1)C=1N=CN(C1)C1=CC(=NC=C1)C(=O)NC1=CSC(=C1)C1=NN=CN1[C@@H](C)C(C)C ((S)-4-(4-cyclopropyl-1H-imidazol-1-yl)-N-(5-(4-(3-methylbutan-2-yl)-4H-1,2,4-triazol-3-yl)thiophen-3-yl)picolinamide). The yield is 41.5%. As a reaction SMILES: [CH:1]1([C:4]2[N:5]=[CH:6][N:7]([C:9]3[CH:14]=[CH:13][N:12]=[C:11]([C:15]([NH:17][C:18]4[CH:22]=[C:21]([C:23]([NH:25][NH2:26])=O)[S:20][CH:19]=4)=[O:16])[CH:10]=3)[CH:8]=2)[CH2:3][CH2:2]1.[CH3:27][CH:28]([CH3:32])[C@@H:29]([NH2:31])[CH3:30].[C:33](O)(=O)C>C1(C)C=CC=CC=1>[CH:1]1([C:4]2[N:5]=[CH:6][N:7]([C:9]3[CH:14]=[CH:13][N:12]=[C:11]([C:15]([NH:17][C:18]4[CH:22]=[C:21]([C:23]5[N:31]([C@H:29]([CH:28]([CH3:32])[CH3:27])[CH3:30])[CH:33]=[N:26][N:25]=5)[S:20][CH:19]=4)=[O:16])[CH:10]=3)[CH:8]=2)[CH2:3][CH2:2]1. Procedure details: A mixture of 4-(4-cyclopropyl-1H-imidazol-1-yl)-N-(5-(hydrazinecarbonyl)thiophen-3-yl)picolinamide (130 mg, 0.35 mmol) and toluene (2 mL) were added to a sealable vial. N,N-dimethylformamide/N,N-dimethylacetamide complex (120 μL, 0.88 mmol) was added and the reaction was stirred for 5 minutes. (S)-3-methylbutan-2-amine (170 μL, 1.4 mmol), and acetic acid (20 μL, 0.35 mmol) were added, and the reaction was heated in a microwave reactor at 150° C. for 30 minutes. The reaction was concentrated and ... Reactants: CC1=CC=C(C=C1)C=1C(=CC=CC1)C(=O)NC1=CC=C(C(=O)N(C2=C(C=CC=C2)OCCCCCN2C(C=3C(C2=O)=CC=CC3)=O)C)C=C1 (4-(4′-methylbiphenyl-2-carboxamido)-N-methyl-N-[2-(5-phthalimidopentyloxy)phenyl]benzamide), O.NN (hydrazine hydrate). Run in C(C)O (ethanol), C(C)OCC (diethyl ether). Product: CC1=CC=C(C=C1)C=1C(=CC=CC1)C(=O)NC1=CC=C(C(=O)N(C2=C(C=CC=C2)OCCCCCN)C)C=C1 (4-(4′-methylbiphenyl-2-carboxamido)-N-methyl-N-[2-(5-aminopentyloxy)phenyl]benzamide). As a reaction SMILES: [CH3:1][C:2]1[CH:7]=[CH:6][C:5]([C:8]2[C:9]([C:14]([NH:16][C:17]3[CH:49]=[CH:48][C:20]([C:21]([N:23]([CH3:47])[C:24]4[CH:29]=[CH:28][CH:27]=[CH:26][C:25]=4[O:30][CH2:31][CH2:32][CH2:33][CH2:34][CH2:35][N:36]4C(=O)C5=CC=CC=C5C4=O)=[O:22])=[CH:19][CH:18]=3)=[O:15])=[CH:10][CH:11]=[CH:12][CH:13]=2)=[CH:4][CH:3]=1.O.NN>C(O)C.C(OCC)C>[CH3:1][C:2]1[CH:3]=[CH:4][C:5]([C:8]2[C:9]([C:14]([NH:16][C:17]3[CH:18]=[CH:19][C:20]([C:21]([N:23]([CH3:47])[C:24]4[CH:29]=[CH:28][CH:27]=[CH:26][C:25]=4[O:30][CH2:31][CH2:32][CH2:33][CH2:34][CH2:35][NH2:36])=[O:22])=[CH:48][CH:49]=3)=[O:15])=[CH:10][CH:11]=[CH:12][CH:13]=2)=[CH:6][CH:7]=1 |f:1.2|. Reported procedure: A suspension of 4-(4′-methylbiphenyl-2-carboxamido)-N-methyl-N-[2-(5-phthalimidopentyloxy)phenyl]benzamide (1.1 g) in ethanol (20 ml) was stirred rapidly and treated with hydrazine hydrate (844 mg). The mixture was stirred at 60° C. for 3 hours. After cooling, the reaction mixture was diluted with diethyl ether and filtered through Celite. The Celite was washed with diethyl ether, and the filtrate was concentrated. The residual milky oil was again dissolved in diethyl ether, filtered through Cel...